From a dataset of the Open Reaction Database (ORD), a public repository of structured organic reaction records. describe an organic reaction: reactants, conditions, products, and yield Starting materials: CC(C)OC(=O)CCCC=CCC1C(OC2CCCCO2)CC(F)C1C=CC(O)C1Cc2ccccc2C1, CC(C)O, O, Cc1ccc(S(=O)(=O)O)cc1. The product is CC(C)OC(=O)CCCC=CCC1C(O)CC(F)C1C=CC(O)C1Cc2ccccc2C1. As a reaction SMILES: [CH2:1]1[CH:2]([CH:10]([CH:11]=[CH:12][CH:13]2[CH:14]([CH2:26][CH:27]=[CH:28][CH2:29][CH2:30][CH2:31][C:32](=[O:33])[O:34][CH:35]([CH3:36])[CH3:37])[CH:15]([O:19][CH:20]3[CH2:21][CH2:22][CH2:23][CH2:24][O:25]3)[CH2:16][CH:17]2[F:18])[OH:38])[CH2:3][c:4]2[cH:5][cH:6][cH:7][cH:8][c:9]21.[CH:51]([OH:52])([CH3:53])[CH3:54].[OH2:50].[c:39]1([CH3:40])[cH:41][cH:42][c:43]([S:44]([OH:45])(=[O:46])=[O:47])[cH:48][cH:49]1>>[CH2:1]1[CH:2]([CH:10]([CH:11]=[CH:12][CH:13]2[CH:14]([CH2:26][CH:27]=[CH:28][CH2:29][CH2:30][CH2:31][C:32](=[O:33])[O:34][CH:35]([CH3:36])[CH3:37])[CH:15]([OH:19])[CH2:16][CH:17]2[F:18])[OH:38])[CH2:3][c:4]2[cH:5][cH:6][cH:7][cH:8][c:9]21. Starting materials: ClC(C1=CC=CC=C1)C1=CC=CC=C1 (chlorodiphenylmethane), N1CCNCC1 (piperazine). The solvent is C1CCOC1 (THF). The product is C(C1=CC=CC=C1)(C1=CC=CC=C1)N1CCNCC1 (1-benzhydrylpiperazine). As a reaction SMILES: Cl[CH:2]([C:9]1[CH:14]=[CH:13][CH:12]=[CH:11][CH:10]=1)[C:3]1[CH:8]=[CH:7][CH:6]=[CH:5][CH:4]=1.[NH:15]1[CH2:20][CH2:19][NH:18][CH2:17][CH2:16]1>C1COCC1>[CH:2]([N:15]1[CH2:20][CH2:19][NH:18][CH2:17][CH2:16]1)([C:9]1[CH:14]=[CH:13][CH:12]=[CH:11][CH:10]=1)[C:3]1[CH:8]=[CH:7][CH:6]=[CH:5][CH:4]=1. Procedure: Synthesized according to General Procedure A: chlorodiphenylmethane (4{23}, 5 mL, 28.1 mmol, 1 equiv.), piperazine (14.5 g, 168.7 mmol, 6 equiv.), THF (61.4 mL). Purification with flash column chromatography on silica gel (4:1 EtOAc:MeOH) afforded 5{23} (5.12 g, 72%) as a light yellow solid. 1H-NMR (500 MHz, CDCl3): δ 7.43 (d, 4H, J=7.0 Hz), 7.28 (t, 4H, J=7.5 Hz), 7.18 (t, 2H, J=7.5 Hz), 4.22 (s, 1H), 2.88 (t, 4H, J=5.0 Hz), 2.36 (br s, 4H), 1.46 (br s, 1H). 13C-NMR (125 MHz, CDCl3): δ 142.6, 1...